This data is from the Open Reaction Database (ORD), a public repository of structured organic reaction records. The task is: describe an organic reaction: reactants, conditions, products, and yield Reactants: ClC1=CC=C(C=C1)C1NCCC2=CC=CC=C12 (1-(4-chlorophenyl)-1,2,3,4-tetrahydroisoquinoline), FC1=CC=C(C=C1)N=C=O (1-fluoro-4-isocyanatobenzene). Run in C(Cl)Cl (CH2Cl2). Run at time 3 hour. The product is ClC1=CC=C(C=C1)C1N(CCC2=CC=CC=C12)C(=O)NC1=CC=C(C=C1)F (1-(4-Chlorophenyl)-N-(4-fluorophenyl)-3,4-dihydroisoquinoline-2(1H)-carboxamide). As a reaction SMILES: [Cl:1][C:2]1[CH:7]=[CH:6][C:5]([CH:8]2[C:17]3[C:12](=[CH:13][CH:14]=[CH:15][CH:16]=3)[CH2:11][CH2:10][NH:9]2)=[CH:4][CH:3]=1.[F:18][C:19]1[CH:24]=[CH:23][C:22]([N:25]=[C:26]=[O:27])=[CH:21][CH:20]=1>C(Cl)Cl>[Cl:1][C:2]1[CH:7]=[CH:6][C:5]([CH:8]2[C:17]3[C:12](=[CH:13][CH:14]=[CH:15][CH:16]=3)[CH2:11][CH2:10][N:9]2[C:26]([NH:25][C:22]2[CH:23]=[CH:24][C:19]([F:18])=[CH:20][CH:21]=2)=[O:27])=[CH:4][CH:3]=1. Procedure details: To a solution of 1-(4-chlorophenyl)-1,2,3,4-tetrahydroisoquinoline (150 mg, 615 μmol) in CH2Cl2 (2.0 mL) at RT was added 1-fluoro-4-isocyanatobenzene (85.8 μL, 739 μmol). The reaction was stirred 3 h and then directly purified by reverse phase HPLC to give the title compound as a white solid. MS (ESI pos. ion) m/z: 381 (M+1).